From a dataset of the Open Reaction Database (ORD), a public repository of structured organic reaction records. describe an organic reaction: reactants, conditions, products, and yield Reactants: FC=1C=C(C=CC1)C=1C(=CC=CC1)N=C=S (3'-fluoro-2-biphenylylisothiocyanate), N (ammonia). The solvent is C(C)O (ethanol). Product: FC=1C=C(C=CC1)C1=C(C=CC=C1)NC(=S)N (N-(3'-fluoro-2-biphenylyl)thiourea). Reaction SMILES: [F:1][C:2]1[CH:3]=[C:4]([C:8]2[C:9]([N:14]=[C:15]=[S:16])=[CH:10][CH:11]=[CH:12][CH:13]=2)[CH:5]=[CH:6][CH:7]=1.[NH3:17]>C(O)C>[F:1][C:2]1[CH:3]=[C:4]([C:8]2[CH:13]=[CH:12][CH:11]=[CH:10][C:9]=2[NH:14][C:15]([NH2:17])=[S:16])[CH:5]=[CH:6][CH:7]=1. Procedure: Reaction of 3'-fluoro-2-biphenylylisothiocyanate (11.2 g) with ethanol (50 ml) with 28% aqueous ammonia solution (100 ml) for 24 hours at ambient temperature yielded N-(3'-fluoro-2-biphenylyl)thiourea (m.p. 157°-159° C.).